From a dataset of the Open Reaction Database (ORD), a public repository of structured organic reaction records. describe an organic reaction: reactants, conditions, products, and yield The reactants are S(CCCCCCCC)CCCCCCCC ((n-C8H17)2S), P12(=S)SP3(=S)SP(=S)(S1)SP(=S)(S2)S3 (P4S10), P(=S)(Cl)(Cl)Cl (PSCl3). The product is C(CCCCCCC)SP(=S)(Cl)Cl (n-C8H17SP(S)Cl2). Isolated yield 97.4%. As a reaction SMILES: [S:1](CCCCCCCC)[CH2:2][CH2:3][CH2:4][CH2:5][CH2:6][CH2:7][CH2:8][CH3:9].P12(SP3(SP(SP(S3)(S1)=S)(=S)S2)=S)=S.[P:32](Cl)([Cl:35])([Cl:34])=[S:33]>>[CH2:2]([S:1][P:32]([Cl:35])([Cl:34])=[S:33])[CH2:3][CH2:4][CH2:5][CH2:6][CH2:7][CH2:8][CH3:9]. Procedure: Following the procedure of the preceding Examples, 64.5 grams (0.25 mole) of (n-C8H17)2S, 18.5 grams (0.0416 mole) of P4S10 and 90 grams (0.53 mole) of PSCl3 were reacted at 190° C for 10 hours. The crude reaction mixture was distilled twice to provide 68 grams (49% yield) of n-C8H17SP(S)Cl2 having the following properties: Starting materials: Nc1cccc(-c2c(Cc3ccccc3)cnc3c(C(F)(F)F)cccc23)c1, O=Cc1cc(O)ccc1O. Yields the product Oc1ccc(O)c(CNc2cccc(-c3c(Cc4ccccc4)cnc4c(C(F)(F)F)cccc34)c2)c1. Reaction SMILES: [CH2:1]([c:2]1[cH:3][cH:4][cH:5][cH:6][cH:7]1)[c:8]1[cH:9][n:10][c:11]2[c:12]([C:25]([F:26])([F:27])[F:28])[cH:13][cH:14][cH:15][c:16]2[c:17]1-[c:18]1[cH:19][c:20]([NH2:24])[cH:21][cH:22][cH:23]1.[OH:29][c:30]1[c:31]([CH:32]=[O:33])[cH:34][c:35]([OH:38])[cH:36][cH:37]1>>[CH2:1]([c:2]1[cH:3][cH:4][cH:5][cH:6][cH:7]1)[c:8]1[cH:9][n:10][c:11]2[c:12]([C:25]([F:26])([F:27])[F:28])[cH:13][cH:14][cH:15][c:16]2[c:17]1-[c:18]1[cH:19][c:20]([NH:24][CH2:32][c:31]2[c:30]([OH:29])[cH:37][cH:36][c:35]([OH:38])[cH:34]2)[cH:21][cH:22][cH:23]1. Reactants: C(CC(=O)OCC)(=O)OCC (diethyl malonate), C(C=C)(=O)OCC (ethyl acrylate), CCOC(=O)C (EtOAc), CC(C)([O-])C.[K+] (potassium tert-butoxide), C(CC(=O)OCC)(=O)OCC (diethyl malonate), C(C=C)(=O)OCC (ethyl acrylate), Cl (HCl), solution. Run in C1CCOC1 (THF), [NH4+].[Cl-] (NH4Cl), C1CCOC1 (THF). Conditions: temperature 10 celsius, time 2.5 hour. Product: OC1=C(CC(CC1)(C(=O)OCC)C(=O)OCC)C(=O)OCC (Triethyl 4-hydroxycyclohex-3-ene-1,1,3-tricarboxylate). The yield is 100.0%. As a reaction SMILES: [C:1]([O:9][CH2:10][CH3:11])(=[O:8])[CH2:2][C:3]([O:5][CH2:6][CH3:7])=[O:4].[C:12](OCC)(=[O:15])[CH:13]=[CH2:14].[CH3:19]C(C)([O-])C.[K+].Cl.[CH3:26][CH2:27][O:28][C:29]([CH3:31])=[O:30]>C1COCC1.[NH4+].[Cl-]>[OH:15][C:12]1[CH2:13][CH2:14][C:2]([C:3]([O:5][CH2:6][CH3:7])=[O:4])([C:1]([O:9][CH2:10][CH3:11])=[O:8])[CH2:19][C:31]=1[C:29]([O:28][CH2:27][CH3:26])=[O:30] |f:2.3,7.8|. Procedure: The title compound was prepared from diethyl malonate and ethyl acrylate using a procedure similar to that described in J. Org. Chem., 2007, 72, 7455. A solution of diethyl malonate (64 g, 400 mmol), and ethyl acrylate (88 g, 879 mmol) in THF (300 mL) in a 2 L 3-neck round bottom flask, equipped with a thermometer, a mechanical stirrer, a N2 inlet, and a condenser was cooled in a cold water bath (˜10° C.). 500 mL of a 1M THF solution of potassium tert-butoxide measured out for addition to the re... The reactants are [OH-].[Na+] (sodium hydroxide), C(C)(=O)C1=C(N=CN1C1CN(C1)C(=O)OC(C)(C)C)C1=CC=C(C=C1)F (tert-Butyl 3-[5-acetyl-4-(4-fluorophenyl)-1H-imidazol-1-yl]azetidine-1-carboxylate), COC(N(C)C)OC (N,N-dimethylformamide dimethyl acetal), Cl.NC(=N)N (guanidine hydrochloride), C([O-])([O-])=O.[K+].[K+] (potassium carbonate). Reaction SMILES: [C:1]([C:4]1[N:8]([CH:9]2[CH2:12][N:11]([C:13]([O:15][C:16]([CH3:19])([CH3:18])[CH3:17])=[O:14])[CH2:10]2)[CH:7]=[N:6][C:5]=1[C:20]1[CH:25]=[CH:24][C:23]([F:26])=[CH:22][CH:21]=1)(=O)[CH3:2].[CH3:27]OC(OC)N(C)C.Cl.[NH2:36][C:37]([NH2:39])=[NH:38].C(=O)([O-])[O-].[K+].[K+].[OH-].[Na+]>C(O)CC>[NH2:38][C:37]1[N:39]=[C:1]([C:4]2[N:8]([CH:9]3[CH2:12][N:11]([C:13]([O:15][C:16]([CH3:19])([CH3:18])[CH3:17])=[O:14])[CH2:10]3)[CH:7]=[N:6][C:5]=2[C:20]2[CH:25]=[CH:24][C:23]([F:26])=[CH:22][CH:21]=2)[CH:2]=[CH:27][N:36]=1 |f:2.3,4.5.6,7.8|. Reported procedure: To a solution of tert-butyl 3-[5-acetyl-4-(4-fluorophenyl)-1H-imidazol-1-yl]azetidine-1-carboxylate (C3) (5.6 g, 15.6 mmol) in n-propanol (50 mL) was added N,N-dimethylformamide dimethyl acetal (12 g, 100 mmol), and the reaction mixture was stirred at 90° C. for 3 hours. At this point, guanidine hydrochloride (7.2 g, 75 mmol) and potassium carbonate (10 g, 72 mmol) were added to the reaction mixture. After stirring at 92° C. for an additional 16 hours, the reaction was treated with aqueous sodiu... Product: NC1=NC=CC(=N1)C1=C(N=CN1C1CN(C1)C(=O)OC(C)(C)C)C1=CC=C(C=C1)F (tert-Butyl 3-[5-(2-aminopyrimidin-4-yl)-4-(4-fluorophenyl)-1H-imidazol-1-yl]azetidine-1-carboxylate). Solvent: C(CC)O (n-propanol). Run at temperature 90 celsius, time 3 hour.